This data is from the Open Reaction Database (ORD), a public repository of structured organic reaction records. The task is: describe an organic reaction: reactants, conditions, products, and yield The reactants are CNCCO, COc1ccccc1CBr. The product is COc1ccccc1CN(C)CCO. Reaction SMILES: [CH3:11][NH:12][CH2:13][CH2:14][OH:15].[CH3:1][O:2][c:3]1[c:4]([CH2:5][Br:6])[cH:7][cH:8][cH:9][cH:10]1>>[CH3:1][O:2][c:3]1[c:4]([CH2:5][N:12]([CH3:11])[CH2:13][CH2:14][OH:15])[cH:7][cH:8][cH:9][cH:10]1. The reactants are ClC=1C=C2CC(NC2=CC1)=O (5-chloro-2-oxindole), C(C)(=O)OC(C)=O (acetic anhydride). Solvent: C(C)(=O)OCC (ethyl acetate). Yields the product ClC=1C=C2CC(N(C2=CC1)C(C)=O)=O (5-Chloro-1-acetyl-2-oxindole). The yield is 94.3%. Reaction SMILES: [Cl:1][C:2]1[CH:3]=[C:4]2[C:8](=[CH:9][CH:10]=1)[NH:7][C:6](=[O:11])[CH2:5]2.[C:12](OC(=O)C)(=[O:14])[CH3:13]>C(OCC)(=O)C>[Cl:1][C:2]1[CH:3]=[C:4]2[C:8](=[CH:9][CH:10]=1)[N:7]([C:12](=[O:14])[CH3:13])[C:6](=[O:11])[CH2:5]2. Reported procedure: A mixture of 7.0 g (42 mmole) of 5-chloro-2-oxindole and 5.9 ml (63 mmole) of acetic anhydride was heated under nitrogen at reflux for 3.5 hours. The cooled reaction mixture was diluted with 300 ml of ethyl acetate, and the resulting solution was washed with aqueous sodium bicarbonate followed by saturated, aqueous sodium chloride solution. The ethyl acetate solution was then dried (Na2SO4) and evaporated in vacuo to give 8.3 g of a purple solid. The latter solid was purified by chromatography o... RXN SMILES: [F:1][C:2]([F:29])([F:28])[C:3]1[CH:8]=[CH:7][C:6]([C:9]2[C:13]3[CH:14]=[CH:15][C:16]([C:18]#[C:19][CH2:20][CH2:21][CH2:22]OS(C)(=O)=O)=[CH:17][C:12]=3[S:11][N:10]=2)=[CH:5][CH:4]=1.[CH2:30]([NH:32][CH2:33][CH2:34][OH:35])[CH3:31]>>[CH2:30]([N:32]([CH2:22][CH2:21][CH2:20][C:19]#[C:18][C:16]1[CH:15]=[CH:14][C:13]2[C:9]([C:6]3[CH:7]=[CH:8][C:3]([C:2]([F:29])([F:1])[F:28])=[CH:4][CH:5]=3)=[N:10][S:11][C:12]=2[CH:17]=1)[CH2:33][CH2:34][OH:35])[CH3:31]. Procedure details: In analogy to example 17.1, Methanesulfonic acid 5-[3-(4-trifluoromethyl-phenyl)-benzo[d]isothiazol-6-yl]-pent-4-ynyl ester and 2-Ethylaminoethanol were converted to yield 2-(Ethyl-[5-[3-(4-trifluoromethyl-phenyl)-benzo[d]isothiazol-6-yl]-pent-4-ynyl}-amino)-ethanol as light yellow oil, MS: 433 (MH+). The reactants are FC(C1=CC=C(C=C1)C1=NSC2=C1C=CC(=C2)C#CCCCOS(=O)(=O)C)(F)F (Methanesulfonic acid 5-[3-(4-trifluoromethyl-phenyl)-benzo[d]isothiazol-6-yl]-pent-4-ynyl ester), C(C)NCCO (2-Ethylaminoethanol). Product: C(C)N(CCO)CCCC#CC1=CC2=C(C(=NS2)C2=CC=C(C=C2)C(F)(F)F)C=C1 (2-(Ethyl-[5-[3-(4-trifluoromethyl-phenyl)-benzo[d]isothiazol-6-yl]-pent-4-ynyl}-amino)-ethanol). Reactants: [Si](C)(C)(C(C)(C)C)O[C@@H]1C=C2C=C[C@@H]([C@@H]([C@H]2[C@H](C1)OC(C(C)(C)OCC1=CC=C(C=C1)F)=O)CC[C@@H]1C[C@H](CC(O1)=O)O[Si](C)(C)C(C)(C)C)C ((4R,6R)-6-([1S,2S,6S,8S,8aR]-2-{1,2,6,7,8,8a-Hexahydro-6-t-butyldimethylsilyloxy-8-[2-(4-fluorobenzyloxy)-2-methylpropionyloxy]-2-methyl-1-naphthyl}ethyl)tetrahydro-4-t-butyldimethylsilyloxy-2H-pyran-2-one), solution, [F-].C(CCC)[N+](CCCC)(CCCC)CCCC (tetrabutylammonium fluoride). The solvent is O1CCCC1 (tetrahydrofuran). The product is O[C@@H]1C=C2C=C[C@@H]([C@@H]([C@H]2[C@H](C1)OC(C(C)(C)OCC1=CC=C(C=C1)F)=O)CC[C@@H]1C[C@H](CC(O1)=O)O)C ((4R,6R)-6-([1S,2S,6S,8S,8aR]-2-{1,2,6,7,8,8a-Hexahydro-6-hydroxy-8-[2-(4-fluorobenzyloxy)-2-methylpropionyloxy]-2-methyl-1-naphthyl]ethyl)tetrahydro-4-hydroxy-2H-pyran-2-one). The yield is 93.3%. Reaction SMILES: [Si]([O:8][C@H:9]1[CH2:18][C@H:17]([O:19][C:20](=[O:33])[C:21]([O:24][CH2:25][C:26]2[CH:31]=[CH:30][C:29]([F:32])=[CH:28][CH:27]=2)([CH3:23])[CH3:22])[C@H:16]2[C:11]([CH:12]=[CH:13][C@H:14]([CH3:51])[C@@H:15]2[CH2:34][CH2:35][C@H:36]2[O:41][C:40](=[O:42])[CH2:39][C@H:38]([O:43][Si](C(C)(C)C)(C)C)[CH2:37]2)=[CH:10]1)(C(C)(C)C)(C)C.[F-].C([N+](CCCC)(CCCC)CCCC)CCC>O1CCCC1>[OH:8][C@H:9]1[CH2:18][C@H:17]([O:19][C:20](=[O:33])[C:21]([O:24][CH2:25][C:26]2[CH:27]=[CH:28][C:29]([F:32])=[CH:30][CH:31]=2)([CH3:22])[CH3:23])[C@H:16]2[C:11]([CH:12]=[CH:13][C@H:14]([CH3:51])[C@@H:15]2[CH2:34][CH2:35][C@H:36]2[O:41][C:40](=[O:42])[CH2:39][C@H:38]([OH:43])[CH2:37]2)=[CH:10]1 |f:1.2|. Procedure: A procedure similar to that described in Example 2, above, was followed, but using 1.03 g of (4R,6R)-6-([1S,2S,6S,8S,8aR]-2-{1,2,6,7,8,8a-hexahydro-6-t-butyldimethylsilyloxy-8-[2-(4-fluorobenzyloxy)-2-methylpropionyloxy]-2-methyl-1-naphthyl}ethyl)tetrahydro-4-t-butyldimethylsilyloxy-2H-pyran-2-one [prepared as described in Example 166 , above] and 19.4 ml of a 1.0 molar solution of tetrabutylammonium fluoride in tetrahydrofuran, to give 666 mg of the title compound as a colorless foam. The reactants are FC1=CC=C(C=C1)C1=NNC(=C1)N (3-(4-fluorophenyl)-1H-pyrazole-5-amine), COC(CC(OC)OC)OC (1,1,3,3-tetramethoxypropane), [NH4+].[OH-] (NH4OH), O (water). Run in C(C)(=O)O (acetic acid). Conditions: temperature 110 celsius, time 1 hour. Product: FC1=CC=C(C=C1)C1=NN2C(N=CC=C2)=C1 (2-(4-fluorophenyl)pyrazolo[1,5-a]pyrimidine). Isolated yield 113.9%. Reaction SMILES: [F:1][C:2]1[CH:7]=[CH:6][C:5]([C:8]2[CH:12]=[C:11]([NH2:13])[NH:10][N:9]=2)=[CH:4][CH:3]=1.CO[CH:16](OC)[CH2:17][CH:18](OC)OC.O.[NH4+].[OH-]>C(O)(=O)C>[F:1][C:2]1[CH:3]=[CH:4][C:5]([C:8]2[CH:12]=[C:11]3[N:13]=[CH:16][CH:17]=[CH:18][N:10]3[N:9]=2)=[CH:6][CH:7]=1 |f:3.4|. Procedure: To a solution of 3-(4-fluorophenyl)-1H-pyrazole-5-amine (5.0 g, 0.028 mol) in acetic acid (50 mL) is added 1,1,3,3-tetramethoxypropane (5.79 g, 0.035 mol). The mixture is stirred at 110° C. for 1 h. The reaction mixture is then poured into water, basified with NH4OH and extracted with dichloromethane (3×100 mL). The organic layer is dried over anhydrous magnesium sulphate, filtered and concentrated under reduced pressure. 6.8 g (79%) of 2-(4-fluorophenyl)pyrazolo[1,5-a]pyrimidine are obtained as...